Dataset: the Open Reaction Database (ORD), a public repository of structured organic reaction records. Task: describe an organic reaction: reactants, conditions, products, and yield Starting materials: C=CCBr, Oc1cccc(F)c1. The product is C=CCOc1cccc(F)c1. RXN SMILES: [CH2:9]([CH:10]=[CH2:11])[Br:12].[F:1][c:2]1[cH:3][c:4]([OH:8])[cH:5][cH:6][cH:7]1>>[F:1][c:2]1[cH:3][c:4]([O:8][CH2:11][CH:10]=[CH2:9])[cH:5][cH:6][cH:7]1. The reactants are CN(C)C=O, NC(=O)C1CCC(C2CCC(CCC3OCCO3)CC2)CC1, c1ccncc1. Yields the product N#CC1CCC(C2CCC(CCC3OCCO3)CC2)CC1. Reaction SMILES: [CH3:29][N:30]([CH3:31])[CH:32]=[O:33].[O:1]1[CH:2]([CH2:6][CH2:7][CH:8]2[CH2:9][CH2:10][CH:11]([CH:14]3[CH2:15][CH2:16][CH:17]([C:20](=[O:21])[NH2:22])[CH2:18][CH2:19]3)[CH2:12][CH2:13]2)[O:3][CH2:4][CH2:5]1.[cH:23]1[cH:24][cH:25][n:26][cH:27][cH:28]1>>[O:1]1[CH:2]([CH2:6][CH2:7][CH:8]2[CH2:9][CH2:10][CH:11]([CH:14]3[CH2:15][CH2:16][CH:17]([C:20]#[N:22])[CH2:18][CH2:19]3)[CH2:12][CH2:13]2)[O:3][CH2:4][CH2:5]1. Reactants: COc1ccc2c(Oc3ccc(NC(=O)c4c(C)n(CC(C)OC(=O)C(C)N)n(-c5ccccc5)c4=O)cc3F)ccnc2c1, CS(=O)(=O)O. Product: COc1ccc2c(Oc3ccc(NC(=O)c4c(C)n(CC(C)OC(=O)C(C)N)n(-c5ccccc5)c4=O)cc3F)ccnc2c1, CS(=O)(=O)O. Reaction SMILES: [CH3:1][O:2][c:3]1[cH:4][cH:5][c:6]2[c:7]([O:13][c:14]3[c:15]([F:45])[cH:16][c:17]([NH:20][C:21](=[O:22])[c:23]4[c:24](=[O:44])[n:25](-[c:38]5[cH:39][cH:40][cH:41][cH:42][cH:43]5)[n:26]([CH2:29][CH:30]([CH3:31])[O:32][C:33]([CH:34]([CH3:35])[NH2:36])=[O:37])[c:27]4[CH3:28])[cH:18][cH:19]3)[cH:8][cH:9][n:10][c:11]2[cH:12]1.[CH3:46][S:47]([OH:48])(=[O:49])=[O:50]>>[CH3:1][O:2][c:3]1[cH:4][cH:5][c:6]2[c:7]([O:13][c:14]3[c:15]([F:45])[cH:16][c:17]([NH:20][C:21](=[O:22])[c:23]4[c:24](=[O:44])[n:25](-[c:38]5[cH:39][cH:40][cH:41][cH:42][cH:43]5)[n:26]([CH2:29][CH:30]([CH3:31])[O:32][C:33]([CH:34]([CH3:35])[NH2:36])=[O:37])[c:27]4[CH3:28])[cH:18][cH:19]3)[cH:8][cH:9][n:10][c:11]2[cH:12]1.[CH3:46][S:47](=[O:48])(=[O:49])[OH:50]. Reported procedure: Boc-Thr-OH (1.23 g), HCl.H-D-Trp(CHO)-Phe-NMeBzl (3.0 g) and HOBT (0.757 g) were dissolved in DMF (40 ml). To this solution was added WSC (887 mg) under ice cooling and the mixture was stirred for 1.5 hours at the same temperature and overnight at room temperature. After evaporation and extraction with ethyl acetate, the organic layer was washed successively with water, diluted sodium hydrogencarbonate solution, water, 0.5N hydrochloric acid, and sodium chloride solution and dried over magnesium... Yield: 94.9%. Reaction SMILES: [NH:1]([C:9]([O:11][C:12]([CH3:15])([CH3:14])[CH3:13])=[O:10])[C@H:2]([C:6]([OH:8])=O)[C@@H:3]([CH3:5])[OH:4].Cl.[NH2:17][C@@H:18]([C:31]([NH:33][C@H:34]([C:42]([N:44]([CH2:46][C:47]1[CH:52]=[CH:51][CH:50]=[CH:49][CH:48]=1)[CH3:45])=[O:43])[CH2:35][C:36]1[CH:41]=[CH:40][CH:39]=[CH:38][CH:37]=1)=[O:32])[CH2:19][C:20]1[C:28]2[C:23](=[CH:24][CH:25]=[CH:26][CH:27]=2)[N:22]([CH:29]=[O:30])[CH:21]=1.C1C=CC2N(O)N=NC=2C=1.CCN=C=NCCCN(C)C>CN(C=O)C>[NH:1]([C:9]([O:11][C:12]([CH3:15])([CH3:14])[CH3:13])=[O:10])[C@H:2]([C:6]([NH:17][C@@H:18]([C:31]([NH:33][C@H:34]([C:42]([N:44]([CH2:46][C:47]1[CH:48]=[CH:49][CH:50]=[CH:51][CH:52]=1)[CH3:45])=[O:43])[CH2:35][C:36]1[CH:37]=[CH:38][CH:39]=[CH:40][CH:41]=1)=[O:32])[CH2:19][C:20]1[C:28]2[C:23](=[CH:24][CH:25]=[CH:26][CH:27]=2)[N:22]([CH:29]=[O:30])[CH:21]=1)=[O:8])[C@@H:3]([CH3:5])[OH:4]. Product: N([C@@H]([C@H](O)C)C(=O)N[C@H](CC1=CN(C2=CC=CC=C12)C=O)C(=O)N[C@@H](CC1=CC=CC=C1)C(=O)N(C)CC1=CC=CC=C1)C(=O)OC(C)(C)C (Boc-Thr-D-Trp(CHO)-Phe-NMeBzl). Conditions: time 8 hour. The solvent is CN(C)C=O (DMF). Starting materials: N([C@@H]([C@H](O)C)C(=O)O)C(=O)OC(C)(C)C (Boc-Thr-OH), CCN=C=NCCCN(C)C (WSC), Cl (HCl), N[C@H](CC1=CN(C2=CC=CC=C12)C=O)C(=O)N[C@@H](CC1=CC=CC=C1)C(=O)N(C)CC1=CC=CC=C1 (H-D-Trp(CHO)-Phe-NMeBzl), C=1C=CC2=C(C1)N=NN2O (HOBT). Reported procedure: 2-(1-(tert-Butyldimethylsilyloxy)-7-phenylheptyl)-5-(4-(trifluoromethyl)pyridin-2-yl)oxazole. The title compound was prepared from 2-(1-(tert-butyldimethylsilyloxy)-7-phenylheptyl)-5-(tributylstannyl)oxazole (130 mg, 0.196 mmol) and 2-chloro-4-(trifluoromethyl)pyridine following General Procedure A. Flash chromatography (10% EtOAc/hexanes) yielded the title compound as a thick oil (80 mg, 77%): 1H NMR (CDCl3, 400 MHz) δ 8.79 (d, 1H, J=5.0 Hz), 7.84 (s, 1H), 7.73 (s, 1H), 7.43 (dd, 1H, J=5.0, 0.9... RXN SMILES: [Si]([O:8][CH:9]([C:22]1[O:23][C:24]([C:27]2[CH:32]=[C:31]([C:33]([F:36])([F:35])[F:34])[CH:30]=[CH:29][N:28]=2)=[CH:25][N:26]=1)[CH2:10][CH2:11][CH2:12][CH2:13][CH2:14][CH2:15][C:16]1[CH:21]=[CH:20][CH:19]=[CH:18][CH:17]=1)(C(C)(C)C)(C)C.[Si](OC(C1OC([Sn](CCCC)(CCCC)CCCC)=CN=1)CCCCCCC1C=CC=CC=1)(C(C)(C)C)(C)C.ClC1C=C(C(F)(F)F)C=CN=1>>[C:16]1([CH2:15][CH2:14][CH2:13][CH2:12][CH2:11][CH2:10][C:9]([C:22]2[O:23][C:24]([C:27]3[CH:32]=[C:31]([C:33]([F:34])([F:35])[F:36])[CH:30]=[CH:29][N:28]=3)=[CH:25][N:26]=2)=[O:8])[CH:17]=[CH:18][CH:19]=[CH:20][CH:21]=1. Reactants: [Si](C)(C)(C(C)(C)C)OC(CCCCCCC1=CC=CC=C1)C=1OC(=CN1)C1=NC=CC(=C1)C(F)(F)F (2-(1-(tert-Butyldimethylsilyloxy)-7-phenylheptyl)-5-(4-(trifluoromethyl)pyridin-2-yl)oxazole), [Si](C)(C)(C(C)(C)C)OC(CCCCCCC1=CC=CC=C1)C=1OC(=CN1)[Sn](CCCC)(CCCC)CCCC (2-(1-(tert-butyldimethylsilyloxy)-7-phenylheptyl)-5-(tributylstannyl)oxazole), ClC1=NC=CC(=C1)C(F)(F)F (2-chloro-4-(trifluoromethyl)pyridine). The yield is 77.0%. Product: EtOAc hexanes, C1(=CC=CC=C1)CCCCCCC(=O)C=1OC(=CN1)C1=NC=CC(=C1)C(F)(F)F (7-Phenyl-1-(5-(4-(trifluoromethyl)pyridin-2-yl)oxazol-2-yl)heptan-1-one). The reactants are O=C(NCCCNc1nc(Cl)ncc1Br)Nc1cccc([N+](=O)[O-])c1, C1CCOC1, Cl, [Na+], [OH-]. The product is Nc1cccc(NC(=O)NCCCNc2nc(Cl)ncc2Br)c1. Reaction SMILES: [Br:1][c:2]1[c:3]([NH:9][CH2:10][CH2:11][CH2:12][NH:13][C:14](=[O:15])[NH:16][c:17]2[cH:18][c:19]([N+:23]([O-:24])=[O:25])[cH:20][cH:21][cH:22]2)[n:4][c:5]([Cl:8])[n:6][cH:7]1.[CH2:29]1[O:30][CH2:31][CH2:32][CH2:33]1.[ClH:26].[Na+:28].[OH-:27]>>[Br:1][c:2]1[c:3]([NH:9][CH2:10][CH2:11][CH2:12][NH:13][C:14](=[O:15])[NH:16][c:17]2[cH:18][c:19]([NH2:23])[cH:20][cH:21][cH:22]2)[n:4][c:5]([Cl:8])[n:6][cH:7]1.